This data is from the Open Reaction Database (ORD), a public repository of structured organic reaction records. The task is: describe an organic reaction: reactants, conditions, products, and yield The reactants are CCCCCCC.CCOC(=O)C (n-heptane EtOAc), S1C(=CC2=C1C=CC=C2)C=O (benzothiophene-2-carboxaldehyde), C(=O)C=P(C1=CC=CC=C1)(C1=CC=CC=C1)C1=CC=CC=C1 (formylmethylenetriphenylphosphorane). The solvent is C(Cl)Cl (CH2Cl2). Yields the product S1C(=CC2=C1C=CC=C2)/C=C/C=O ((2E)-3-(Benzothiophen-2-yl)-2-propenal). The yield is 28.9%. As a reaction SMILES: [S:1]1[C:5]2[CH:6]=[CH:7][CH:8]=[CH:9][C:4]=2[CH:3]=[C:2]1[CH:10]=O.[CH:12]([CH:14]=P(C1C=CC=CC=1)(C1C=CC=CC=1)C1C=CC=CC=1)=[O:13].CCCCCCC.CCOC(C)=O>C(Cl)Cl>[S:1]1[C:5]2[CH:6]=[CH:7][CH:8]=[CH:9][C:4]=2[CH:3]=[C:2]1/[CH:10]=[CH:14]/[CH:12]=[O:13] |f:2.3|. Procedure: A solution of benzothiophene-2-carboxaldehyde (3 g, 18.4 mmol) and formylmethylenetriphenylphosphorane (5.62 g, 18.4 mmol) in CH2Cl2 (100 ml) was treated as seen in preparation 1. After a chromatography on silicagel (n-heptane/EtOAc 4/1) pure title compound was obtained (1.00 g, 5.31 mmol, yield 28.9%) as yellow crystals, m.p.=88°.